Dataset: the Open Reaction Database (ORD), a public repository of structured organic reaction records. Task: describe an organic reaction: reactants, conditions, products, and yield Starting materials: ClC1=C2C(NC(=N1)C)=CC(=N2)C2=CC=CC=C2 (4-chloro-2-methyl-6-phenylpyrrolo[3,2-d]pyrimidine), S1C=C(C=C1)B(O)O (thiophene-3-boronic acid), C1(=CC=CC=C1)P(C1=CC=CC=C1)C1=CC=CC=C1 (triphenylphosphine), C(=O)([O-])[O-].[Na+].[Na+] (Na2CO3). The reagents and catalysts are C=1C=CC(=CC1)/C=C/C(=O)/C=C/C2=CC=CC=C2.C=1C=CC(=CC1)/C=C/C(=O)/C=C/C2=CC=CC=C2.C=1C=CC(=CC1)/C=C/C(=O)/C=C/C2=CC=CC=C2.[Pd].[Pd] (tris(dibenzylidene-acetone)dipalladium(0)). Solvent: O (H2O), C(C)O (ethanol), C1(=CC=CC=C1)C (toluene). Yields the product CC=1NC=2C(=C(N1)C1=CSC=C1)N=C(C2)C2=CC=CC=C2 (3-(2-Methyl-6-phenylpyrrolo[2,3-e]pyrimidin-4-yl)thiophene). Isolated yield 70.8%. As a reaction SMILES: Cl[C:2]1[N:7]=[C:6]([CH3:8])[NH:5][C:4]2=[CH:9][C:10]([C:12]3[CH:17]=[CH:16][CH:15]=[CH:14][CH:13]=3)=[N:11][C:3]=12.[S:18]1[CH:22]=[CH:21][C:20](B(O)O)=[CH:19]1.C1(P(C2C=CC=CC=2)C2C=CC=CC=2)C=CC=CC=1.C([O-])([O-])=O.[Na+].[Na+]>O.C1C=CC(/C=C/C(/C=C/C2C=CC=CC=2)=O)=CC=1.C1C=CC(/C=C/C(/C=C/C2C=CC=CC=2)=O)=CC=1.C1C=CC(/C=C/C(/C=C/C2C=CC=CC=2)=O)=CC=1.[Pd].[Pd].C(O)C.C1(C)C=CC=CC=1>[CH3:8][C:6]1[NH:5][C:4]2[C:3]([N:11]=[C:10]([C:12]3[CH:17]=[CH:16][CH:15]=[CH:14][CH:13]=3)[CH:9]=2)=[C:2]([C:20]2[CH:21]=[CH:22][S:18][CH:19]=2)[N:7]=1 |f:3.4.5,7.8.9.10.11|. Reported procedure: A mixture of 4-chloro-2-methyl-6-phenylpyrrolo[3,2-d]pyrimidine (Example 1(e)) (50 mg, 0.21 mmol), thiophene-3-boronic acid (37 mg, 0.287 mmol), tris(dibenzylidene-acetone)dipalladium(0) (Aldrich Chemical Company) (4.7 mg, 0.0051 mmol, 0.025 eq) and triphenylphosphine (Aldrich Chemical Company) (10.8 mg, 0.041 mmol, 0.2 eq) in a mixed solvent (600 μL of toluene, 300 μL of 1.0 M Na2CO3, and 150 μL of ethanol) was heated at reflux under N2 for 17 h. Upon cooling to the room temperature, the reacti... Starting materials: BrC1=CC=2C3=C(C=NC2C=C1)N(C(N3C=3C(=NN(C3)C)C)=O)C (8-bromo-1-(1,3-dimethyl-1H-pyrazol-4-yl)-3-methyl-1,3-dihydro-imidazo[4,5-c]quinolin-2-one), BrC1=CC=2C3=C(C=NC2C=C1)N(C(N3C=3C(=NN(C3)C)C)=O)C (8-bromo-1-(1,3-dimethyl-1H-pyrazol-4-yl)-3-methyl-1,3-dihydro-imidazo[4,5-c]quinolin-2-one), C1(CCCC1)=O (cyclopentanone). The product is CN1N=C(C(=C1)N1C(N(C=2C=NC=3C=CC(=CC3C21)C=2C=NC=C(C2)C2(CCCC2)O)C)=O)C (1-(1,3-Dimethyl-1H-pyrazol-4-yl)-8-[5-(1-hydroxy-cyclopentyl)-pyridin-3-yl]-3-methyl-1,3-dihydro-imidazo[4,5-c]quinolin-2-one). As a reaction SMILES: Br[C:2]1[CH:11]=[CH:10][C:9]2[N:8]=[CH:7][C:6]3[N:12]([CH3:23])[C:13](=[O:22])[N:14]([C:15]4[C:16]([CH3:21])=[N:17][N:18]([CH3:20])[CH:19]=4)[C:5]=3[C:4]=2[CH:3]=1.[C:24]1(=[O:29])[CH2:28][CH2:27][CH2:26][CH2:25]1>>[CH3:20][N:18]1[CH:19]=[C:15]([N:14]2[C:5]3[C:4]4[CH:3]=[C:2]([C:6]5[CH:7]=[N:8][CH:9]=[C:4]([C:24]6([OH:29])[CH2:28][CH2:27][CH2:26][CH2:25]6)[CH:5]=5)[CH:11]=[CH:10][C:9]=4[N:8]=[CH:7][C:6]=3[N:12]([CH3:23])[C:13]2=[O:22])[C:16]([CH3:21])=[N:17]1. Procedure details: The title compound was synthesized in a similar manner as described for Example 1.1 using 8-bromo-1-(1,3-dimethyl-1H-pyrazol-4-yl)-3-methyl-1,3-dihydro-imidazo[4,5-c]quinolin-2-one (Intermediate A) and cyclopentanone (Fluka, Buchs, Switzerland) to give the title compound as a white solid. (HPLC: tR 2.14 min (Method A); M+H=455 MS-ES; 1H-NMR (d6-DMSO, 400 MHz) 8.99 (s, 1H), 8.71-8.68 (m, 1H), 8.61-8.58 (m, 1H), 8.16-8.11 (m, 2H), 8.01-7.96 (m, 1H), 7.85-7.81 (m, 1H), 7.63-7.59 (m, 1H), 5.05 (s, 1... The solvent is C1(=CC=CC=C1)C (toluene). Yields the product ClC1=CC=2[C@]3(C4=CC=CC=C4[C@@H](C2C=C1)C3)C(=O)Cl ((9S, 10S)-2-Chloro-9,10-dihydro-9,10-methano-9-anthracenecarbonyl chloride). Isolated yield 100.3%. Reported procedure: To a stirred suspension of (9S, 10S)-2-chloro-9,10-dihydro-9,10-methano-9-anthracenecarboxylic acid (1.0 g, 3.62 mmol), prepared as described in Example 109a, in toluene (10 mL) was added thionyl chloride (0.29 mL, 3.98 mmol). After refluxing for 1.5 h, the mixture was concentrated to give the title compound as a light yellow solid (1.05 g, quant.); MS(CI): 289 (M+H). As a reaction SMILES: [Cl:1][C:2]1[CH:15]=[CH:14][C:13]2[C@H:12]3[CH2:16][C@:5]([C:17]([OH:19])=O)([C:6]4[C:11]3=[CH:10][CH:9]=[CH:8][CH:7]=4)[C:4]=2[CH:3]=1.S(Cl)([Cl:22])=O>C1(C)C=CC=CC=1>[Cl:1][C:2]1[CH:15]=[CH:14][C:13]2[C@H:12]3[CH2:16][C@:5]([C:17]([Cl:22])=[O:19])([C:6]4[C:11]3=[CH:10][CH:9]=[CH:8][CH:7]=4)[C:4]=2[CH:3]=1. Starting materials: ClC1=CC=2[C@]3(C4=CC=CC=C4[C@@H](C2C=C1)C3)C(=O)O ((9S, 10S)-2-chloro-9,10-dihydro-9,10-methano-9-anthracenecarboxylic acid), S(=O)(Cl)Cl (thionyl chloride). The reactants are [Al+3], CC(C)(Br)C(=O)Br, [Cl-], [Cl-], [Cl-], ClCCl, O, COC(=O)CC12CCC(c3ccccc3)(CC1)CC2, COC(=O)C(C)C12CCC(c3ccccc3)(CC1)CC2. Product: COC(=O)CC12CCC(c3ccc(C(=O)C(C)(C)Br)cc3)(CC1)CC2. As a reaction SMILES: [Al+3:41].[Br:44][C:45]([C:46](=[O:47])[Br:48])([CH3:49])[CH3:50].[Cl-:40].[Cl-:42].[Cl-:43].[Cl:51][CH2:52][Cl:53].[OH2:54].[c:1]1([C:7]23[CH2:8][CH2:9][C:10]([CH2:15][C:16](=[O:17])[O:18][CH3:19])([CH2:11][CH2:12]2)[CH2:13][CH2:14]3)[cH:2][cH:3][cH:4][cH:5][cH:6]1.[c:20]1([C:21]23[CH2:22][CH2:23][C:24]([CH:25]([CH3:26])[C:27]([O:28][CH3:29])=[O:30])([CH2:31][CH2:32]2)[CH2:33][CH2:34]3)[cH:35][cH:36][cH:37][cH:38][cH:39]1>>[c:1]1([C:7]23[CH2:8][CH2:9][C:10]([CH2:15][C:16](=[O:17])[O:18][CH3:19])([CH2:11][CH2:12]2)[CH2:13][CH2:14]3)[cH:2][cH:3][c:4]([C:46]([C:45]([Br:44])([CH3:49])[CH3:50])=[O:47])[cH:5][cH:6]1. Starting materials: O=C([O-])[O-], CCCC[N+](CCCC)(CCCC)CCCC, COc1ccc(CCl)cc1, CN(C)C=O, [Cs+], [Cs+], [I-], O=Cc1ccc(O)c(O)c1. The product is COc1ccc(COc2ccc(C=O)cc2O)cc1. RXN SMILES: [C:21](=[O:22])([O-:23])[O-:24].[CH2:28]([N+:29]([CH2:30][CH2:31][CH2:32][CH3:33])([CH2:34][CH2:35][CH2:36][CH3:37])[CH2:38][CH2:39][CH2:40][CH3:41])[CH2:42][CH2:43][CH3:44].[CH3:1][O:2][c:3]1[cH:4][cH:5][c:6]([CH2:7][Cl:8])[cH:9][cH:10]1.[CH3:45][N:46]([CH3:47])[CH:48]=[O:49].[Cs+:25].[Cs+:26].[I-:27].[OH:11][c:12]1[cH:13][c:14]([CH:15]=[O:16])[cH:17][cH:18][c:19]1[OH:20]>>[CH3:1][O:2][c:3]1[cH:4][cH:5][c:6]([CH2:7][O:20][c:19]2[c:12]([OH:11])[cH:13][c:14]([CH:15]=[O:16])[cH:17][cH:18]2)[cH:9][cH:10]1. Starting materials: FC(OC1=C(C=CC=C1)CC1=C(N=C2N1C=C(C=C2)C=2C=NC(=NC2)N2CCC(CC2)(C(=O)OC)C)C)F (Methyl 1-[5-(3-{[2-(difluoromethoxy)phenyl]methyl}-2-methylimidazo[1,2-a]pyridin-6-yl)pyrimidin-2-yl]-4-methylpiperidine-4-carboxylate), CI (methyl iodide), C[Si](N[Si](C)(C)C)(C)C.[Li] (lithium hexamethyldisilazane). Solvent: C1CCOC1 (THF). Conditions: time 8 hour. Product: FC(OC1=C(C=CC=C1)C(C)C1=C(N=C2N1C=C(C=C2)C=2C=NC(=NC2)N2CCC(CC2)(C(=O)OC)C)C)F (Methyl 1-[5-(3-{1-[2-(difluoromethoxy)phenyl]ethyl}-2-methylimidazo[1,2-a]pyridin-6-yl)pyrimidin-2-yl]-4-methylpiperidine-4-carboxylate). Yield: 24.6%. Reaction SMILES: [F:1][CH:2]([F:38])[O:3][C:4]1[CH:9]=[CH:8][CH:7]=[CH:6][C:5]=1[CH2:10][C:11]1[N:15]2[CH:16]=[C:17]([C:20]3[CH:21]=[N:22][C:23]([N:26]4[CH2:31][CH2:30][C:29]([CH3:36])([C:32]([O:34][CH3:35])=[O:33])[CH2:28][CH2:27]4)=[N:24][CH:25]=3)[CH:18]=[CH:19][C:14]2=[N:13][C:12]=1[CH3:37].CI.[CH3:41][Si](C)(C)N[Si](C)(C)C.[Li]>C1COCC1>[F:38][CH:2]([F:1])[O:3][C:4]1[CH:9]=[CH:8][CH:7]=[CH:6][C:5]=1[CH:10]([C:11]1[N:15]2[CH:16]=[C:17]([C:20]3[CH:25]=[N:24][C:23]([N:26]4[CH2:27][CH2:28][C:29]([CH3:36])([C:32]([O:34][CH3:35])=[O:33])[CH2:30][CH2:31]4)=[N:22][CH:21]=3)[CH:18]=[CH:19][C:14]2=[N:13][C:12]=1[CH3:37])[CH3:41] |f:2.3,^1:49|. Reported procedure: A solution of Example 43 (1 g, 1.97 mmol) and methyl iodide (0.25 mL, 4.1 mmol) in THF (10 mL) was cooled under nitrogen to −78° C. and 1M lithium hexamethyldisilazane solution (8.0 mL, 8 mmol) was added dropwise. The mixture was left stirring overnight, allowing the temperature to rise slowly to ambient temperature. The reaction mixture was partitioned between EtOAc and brine. The organic layer was washed once with brine, dried over MgSO4, filtered and concentrated in vacuo, then purified by co... The reactants are C(C1=CC=CC=C1)OC[C@@]12C(OC[C@H]2C1)=O ((1R,5S)-1-((benzyloxy)methyl)-3-oxa-bicyclo[3.1.0]hexan-2-one), InBr3, C(C)[SiH](CC)CC (triethylsilane). The solvent is C(Cl)(Cl)Cl (chloroform). Run at temperature 65 celsius, time 16 hour. The product is C(C1=CC=CC=C1)OC[C@@]12COC[C@H]2C1 ((1S,5S)-1-((benzyloxy)methyl)-3-oxa-bicyclo[3.1.0]hexane). RXN SMILES: [CH2:1]([O:8][CH2:9][C@@:10]12[CH2:15][C@@H:14]1[CH2:13][O:12][C:11]2=O)[C:2]1[CH:7]=[CH:6][CH:5]=[CH:4][CH:3]=1.C([SiH](CC)CC)C>C(Cl)(Cl)Cl>[CH2:1]([O:8][CH2:9][C@@:10]12[CH2:15][C@@H:14]1[CH2:13][O:12][CH2:11]2)[C:2]1[CH:3]=[CH:4][CH:5]=[CH:6][CH:7]=1. Procedure details: The conditions in Sakai, N., et al. Synthesis, 2008 3533-3536 was used for this step. To a stirred mixture of (1R,5S)-1-((benzyloxy)methyl)-3-oxa-bicyclo[3.1.0]hexan-2-one (3b, 50 mmol) and InBr3 (1.0 mmol) in chloroform (200 mL) was added triethylsilane (200 mmol). The mixture was then heated and stirred at 65° C. for 16 h, then cooled to room temperature. The reaction was concentrated. The residue was purified by column (0-10 ethyl acetate in hexane) to give a colorless liquid as pure (1S,5S)-... Procedure: A mixture of 2-(2-cyano-2,2-diphenylethyl)pyridine (1.70 g, 6 mmol) (see Preparation 5) and 4-chlorophenethyl bromide (1.10 g, 5 mmol) was heated at 115° C. for 26 hours, allowed to cool to room temperature and triturated with ethanol:ether=1:2 (15 ml). The resulting solid was collected, washed with ether, dried and recrystallised first from water and then from ether/2-propanol to give the title compound (0.37 g, 14%) as colourless crystals, m.p. 210°-211° C. The product is [Br-].ClC1=CC=C(CC[N+]2=C(C=CC=C2)CC(C2=CC=CC=C2)(C2=CC=CC=C2)C#N)C=C1 (1-(4-Chlorophenethyl)-2-(2-cyano-2,2-diphenylethyl)pyridinium Bromide). The yield is 14.7%. Reactants: C(#N)C(CC1=NC=CC=C1)(C1=CC=CC=C1)C1=CC=CC=C1 (2-(2-cyano-2,2-diphenylethyl)pyridine), ClC1=CC=C(CCBr)C=C1 (4-chlorophenethyl bromide). Conditions: temperature 115 celsius. RXN SMILES: [C:1]([C:3]([C:17]1[CH:22]=[CH:21][CH:20]=[CH:19][CH:18]=1)([C:11]1[CH:16]=[CH:15][CH:14]=[CH:13][CH:12]=1)[CH2:4][C:5]1[CH:10]=[CH:9][CH:8]=[CH:7][N:6]=1)#[N:2].[Cl:23][C:24]1[CH:32]=[CH:31][C:27]([CH2:28][CH2:29][Br:30])=[CH:26][CH:25]=1>>[Br-:30].[Cl:23][C:24]1[CH:32]=[CH:31][C:27]([CH2:28][CH2:29][N+:6]2[CH:7]=[CH:8][CH:9]=[CH:10][C:5]=2[CH2:4][C:3]([C:1]#[N:2])([C:17]2[CH:22]=[CH:21][CH:20]=[CH:19][CH:18]=2)[C:11]2[CH:12]=[CH:13][CH:14]=[CH:15][CH:16]=2)=[CH:26][CH:25]=1 |f:2.3|. Reactants: C(C)OC(C(C)(C)OC1=CC=C(C=C1)OCCC=1N=C(OC1C)C1=CC=C(C=C1)O)=O (2-(4-{2-[2-(4-hydroxy-phenyl)-5-methyl-oxazol-4-yl]-ethoxy}-phenoxy)-2-methyl-propionic acid ethyl ester), CI (methyl iodide), [OH-].[Na+] (NaOH). Reagents/catalysts: [Br-].C(CCC)[N+](CCCC)(CCCC)CCCC (tetrabutylammonium bromide). Solvent: C(Cl)Cl (CH2Cl2). The product is C(C)OC(C(C)(C)OC1=CC=C(C=C1)OCCC=1N=C(OC1C)C1=CC=C(C=C1)OC)=O (2-(4-{2-[2-(4-methoxy-phenyl)-5-methyl-oxazol-4-yl]-ethoxy}-phenoxy)-2-methyl-propionic acid ethyl ester). The yield is 24.6%. RXN SMILES: [CH2:1]([O:3][C:4](=[O:31])[C:5]([O:8][C:9]1[CH:14]=[CH:13][C:12]([O:15][CH2:16][CH2:17][C:18]2[N:19]=[C:20]([C:24]3[CH:29]=[CH:28][C:27]([OH:30])=[CH:26][CH:25]=3)[O:21][C:22]=2[CH3:23])=[CH:11][CH:10]=1)([CH3:7])[CH3:6])[CH3:2].[CH3:32]I.[OH-].[Na+]>[Br-].C([N+](CCCC)(CCCC)CCCC)CCC.C(Cl)Cl>[CH2:1]([O:3][C:4](=[O:31])[C:5]([O:8][C:9]1[CH:10]=[CH:11][C:12]([O:15][CH2:16][CH2:17][C:18]2[N:19]=[C:20]([C:24]3[CH:29]=[CH:28][C:27]([O:30][CH3:32])=[CH:26][CH:25]=3)[O:21][C:22]=2[CH3:23])=[CH:13][CH:14]=1)([CH3:7])[CH3:6])[CH3:2] |f:2.3,4.5|. Procedure: A solution of 2-(4-{2-[2-(4-hydroxy-phenyl)-5-methyl-oxazol-4-yl]-ethoxy}-phenoxy)-2-methyl-propionic acid ethyl ester (0.15 g, 0.352 mmol), methyl iodide (0.15 g, 1.06 mmol), tetrabutylammonium bromide (0.023 g, 0.0713) mmol) in CH2Cl2 (8 mL) was treated with a 50% weight solution of NaOH (0.1 mL), and stirred at room temperature. The reaction mixture was extracted with water and more CH2Cl2 and the organic layer dried (MgSO4). The solvent was removed in vacuo to give a crude oil which was puri... Reactants: COC(CC=1C=C(C(=CC1)OC)C1=C(C=C(C=C1)C(F)(F)F)CNC1=C(C=CC=C1)O)=O ({2′-[(2-hydroxy-phenylamino)-methyl]-6-methoxy-4′-trifluoromethyl-biphenyl-3-yl}-acetic acid methyl ester), C(=O)(Cl)Cl (phosgene). The product is COC(CC=1C=C(C(=CC1)OC)C1=C(C=C(C=C1)C(F)(F)F)CN1C(OC2=C1C=CC=C2)=O)=O ([6-Methoxy-2′-(2-oxo-benzooxazol-3-ylmethyl)-4′-trifluoromethyl-biphenyl-3-yl]-acetic acid methyl ester). As a reaction SMILES: [CH3:1][O:2][C:3](=[O:32])[CH2:4][C:5]1[CH:6]=[C:7]([C:13]2[CH:18]=[CH:17][C:16]([C:19]([F:22])([F:21])[F:20])=[CH:15][C:14]=2[CH2:23][NH:24][C:25]2[CH:30]=[CH:29][CH:28]=[CH:27][C:26]=2[OH:31])[C:8]([O:11][CH3:12])=[CH:9][CH:10]=1.[C:33](Cl)(Cl)=[O:34]>>[CH3:1][O:2][C:3](=[O:32])[CH2:4][C:5]1[CH:6]=[C:7]([C:13]2[CH:18]=[CH:17][C:16]([C:19]([F:22])([F:21])[F:20])=[CH:15][C:14]=2[CH2:23][N:24]2[C:25]3[CH:30]=[CH:29][CH:28]=[CH:27][C:26]=3[O:31][C:33]2=[O:34])[C:8]([O:11][CH3:12])=[CH:9][CH:10]=1. Reported procedure: Prepared according to the procedure described in Example 25, Step 5, using the following starting materials: {2′-[(2-hydroxy-phenylamino)-methyl]-6-methoxy-4′-trifluoromethyl-biphenyl-3-yl}-acetic acid methyl ester and phosgene (1.9M in toluene).